describe an organic reaction: reactants, conditions, products, and yield From a dataset of the Open Reaction Database (ORD), a public repository of structured organic reaction records. Reactants: CC(C)(C)OC(=O)N(CC(=O)O)c1ccccc1, CCCCCCCCCCN1CCNCC1, ClCCl, CN(C)c1ccncc1, C(=NC1CCCCC1)=NC1CCCCC1, Cl, [Na+], O=C([O-])O. Yields the product CCCCCCCCCCN1CCN(C(=O)CN(C(=O)OC(C)(C)C)c2ccccc2)CC1. Reaction SMILES: [C:33]([CH3:34])([CH3:35])([CH3:36])[O:37][C:38](=[O:39])[N:40]([CH2:41][C:42](=[O:43])[OH:44])[c:45]1[cH:46][cH:47][cH:48][cH:49][cH:50]1.[CH2:17]([CH2:18][CH2:19][CH2:20][CH2:21][CH2:22][CH2:23][CH2:24][CH2:25][CH3:26])[N:27]1[CH2:28][CH2:29][NH:30][CH2:31][CH2:32]1.[CH2:65]([Cl:66])[Cl:67].[CH3:56][N:57]([CH3:58])[c:59]1[cH:60][cH:61][n:62][cH:63][cH:64]1.[CH:1]1([N:2]=[C:3]=[N:4][CH:5]2[CH2:6][CH2:7][CH2:8][CH2:9][CH2:10]2)[CH2:11][CH2:12][CH2:13][CH2:14][CH2:15]1.[ClH:16].[Na+:51].[OH:52][C:53](=[O:54])[O-:55]>>[CH2:17]([CH2:18][CH2:19][CH2:20][CH2:21][CH2:22][CH2:23][CH2:24][CH2:25][CH3:26])[N:27]1[CH2:28][CH2:29][N:30]([C:42]([CH2:41][N:40]([C:38]([O:37][C:33]([CH3:34])([CH3:35])[CH3:36])=[O:39])[c:45]2[cH:46][cH:47][cH:48][cH:49][cH:50]2)=[O:43])[CH2:31][CH2:32]1. Starting materials: CC1=C(N=C(O1)C1=CC2=CC=CC=C2C=C1)COC1=CC=C(C=O)C=C1 (4-[5-methyl-2-(2-naphthyl)-4-oxazolylmethoxy]benzaldehyde), COC(=O)CP(=O)(OC)OC (trimethyl phosphonoacetate). Yields the product CC1=C(N=C(O1)C1=CC2=CC=CC=C2C=C1)COC1=CC=C(C=CC(=O)OC)C=C1 (methyl 4-[5-methyl-2-(2-naphthyl)-4-oxazolylmethoxy]cinnamate). RXN SMILES: [CH3:1][C:2]1[O:6][C:5]([C:7]2[CH:16]=[CH:15][C:14]3[C:9](=[CH:10][CH:11]=[CH:12][CH:13]=3)[CH:8]=2)=[N:4][C:3]=1[CH2:17][O:18][C:19]1[CH:26]=[CH:25][C:22]([CH:23]=O)=[CH:21][CH:20]=1.[CH3:27][O:28][C:29]([CH2:31]P(OC)(OC)=O)=[O:30]>>[CH3:1][C:2]1[O:6][C:5]([C:7]2[CH:16]=[CH:15][C:14]3[C:9](=[CH:10][CH:11]=[CH:12][CH:13]=3)[CH:8]=2)=[N:4][C:3]=1[CH2:17][O:18][C:19]1[CH:20]=[CH:21][C:22]([CH:23]=[CH:31][C:29]([O:28][CH3:27])=[O:30])=[CH:25][CH:26]=1. Procedure details: According to the method described for Reference Example 22, 4-[5-methyl-2-(2-naphthyl)-4-oxazolylmethoxy]benzaldehyde was allowed to react with trimethyl phosphonoacetate to give methyl 4-[5-methyl-2-(2-naphthyl)-4-oxazolylmethoxy]cinnamate. Recrystallization from chloroform-ether gave colorless prisms, m.p.185°-186° C.